Dataset: the Open Reaction Database (ORD), a public repository of structured organic reaction records. Task: describe an organic reaction: reactants, conditions, products, and yield The reactants are ClC1=NC(=CC=C1[N+](=O)[O-])Cl (2,6-Dichloro-3-nitropyridine), C([O-])([O-])=O.[Na+].[Na+] (sodium carbonate), CN (Methylamine), CO (methanol). Run in C(C)O (ethanol). Run at time 3 hour. The product is ClC1=CC=C(C(=N1)NC)[N+](=O)[O-] (6-Chloro-N-methyl-3-nitropyridin-2-amine). As a reaction SMILES: Cl[C:2]1[C:7]([N+:8]([O-:10])=[O:9])=[CH:6][CH:5]=[C:4]([Cl:11])[N:3]=1.C(=O)([O-])[O-].[Na+].[Na+].[CH3:18][NH2:19].CO>C(O)C>[Cl:11][C:4]1[N:3]=[C:2]([NH:19][CH3:18])[C:7]([N+:8]([O-:10])=[O:9])=[CH:6][CH:5]=1 |f:1.2.3|. Procedure: 2,6-Dichloro-3-nitropyridine (2.0 g, 10 mmol) and sodium carbonate (2.8 g, 25.9 mmol) were added to a round bottom flask under nitrogen, and suspended in ethanol (100 mL). Methylamine in methanol (7.8 mL, 16 mmol, 2M) was then added and stirred at room temperature for 3 hours. The yellow solution was concentrated, and then re-dissolved in ethyl acetate followed by washing with sodium bicarbonate and brine. The organic phase was dried over sodium sulfate, filtered, and concentrated. The yellow so...